From a dataset of the Open Reaction Database (ORD), a public repository of structured organic reaction records. describe an organic reaction: reactants, conditions, products, and yield Starting materials: BrC1=C(C(=O)O)C=C(C(=C1OCC)OC)OCC (2-bromo-3,5-diethoxy-4-methoxybenzoic acid), [OH-].[Na+] (caustic soda). Reagents/catalysts: [Cu] (copper). Run in O (water). Run at temperature 120 celsius. Yields the product C(C)OC=1C(=C(C(=O)O)C=C(C1OC)OCC)O (3,5-Diethoxy-2-hydroxy-4-methoxybenzoic acid). As a reaction SMILES: Br[C:2]1[C:10]([O:11][CH2:12][CH3:13])=[C:9]([O:14][CH3:15])[C:8]([O:16][CH2:17][CH3:18])=[CH:7][C:3]=1[C:4]([OH:6])=[O:5].[OH-:19].[Na+]>O.[Cu]>[CH2:12]([O:11][C:10]1[C:2]([OH:19])=[C:3]([CH:7]=[C:8]([O:16][CH2:17][CH3:18])[C:9]=1[O:14][CH3:15])[C:4]([OH:6])=[O:5])[CH3:13] |f:1.2|. Reported procedure: 68 g of 2-bromo-3,5-diethoxy-4-methoxybenzoic acid prepared in Referential Example 4 was suspended in 260 ml of water and 32 g of caustic soda and 0.88 g of copper powder were added thereto. The mixture was heated at 120° C. for 3 hr while stirring, and then cooled. Carbon was added thereto, and the mixture was filtered through Celite. The filtrate was neutralized with 140 ml of 6 N hydrochloric acid and 1 l of chloroform was added thereto. The mixture was subjected to liquid-liquid separation. ...